From a dataset of the Open Reaction Database (ORD), a public repository of structured organic reaction records. describe an organic reaction: reactants, conditions, products, and yield The reactants are Cl.COC1=CC=C(C=C1)C1(CC1)C(OCC)=N (Ethyl 1-(4-methoxyphenyl)cyclopropanecarbimidate hydrochloride), COC1=C(C=CC=C1)C1(CC1)C#N (1-(2-methoxyphenyl)cyclopropanecarbonitrile). Product: Cl.COC1=C(C=CC=C1)C1(CC1)C(OCC)=N (Ethyl 1-(2-methoxyphenyl)cyclopropanecarbimidate hydrochloride). As a reaction SMILES: [ClH:1].CO[C:4]1[CH:9]=[CH:8][C:7]([C:10]2([C:13](=[NH:17])[O:14][CH2:15][CH3:16])[CH2:12][CH2:11]2)=[CH:6][CH:5]=1.[CH3:18][O:19]C1C=CC=CC=1C1(C#N)CC1>>[ClH:1].[CH3:18][O:19][C:6]1[CH:5]=[CH:4][CH:9]=[CH:8][C:7]=1[C:10]1([C:13](=[NH:17])[O:14][CH2:15][CH3:16])[CH2:11][CH2:12]1 |f:0.1,3.4|. Procedure: The title compound (50 mg, oil) was prepared by a method analogous to the one used for Intermediate 48 but using 1-(2-methoxyphenyl)cyclopropanecarbonitrile. Reactants: O (Water), CC(CNC1=NC(=NC2=CC=C(C=C12)O)C#N)(C)C (4-(2,2-Dimethyl-propylamino)-6-hydroxy-quinazoline-2-carbonitrile), Cl.ClCC1=CC=NC=C1 (4-chloromethyl-pyridine hydrochloride), C([O-])([O-])=O.[Cs+].[Cs+] (cesium carbonate), O (water). The solvent is CN(C)C=O (DMF). The product is CC(CNC1=NC(=NC2=CC=C(C=C12)OCC1=CC=NC=C1)C#N)(C)C (4-(2,2-Dimethyl-propylamino)-6-(pyridin-4-ylmethoxy)-quinazoline-2-carbonitrile). Reaction SMILES: [CH3:1][C:2]([CH3:19])([CH3:18])[CH2:3][NH:4][C:5]1[C:14]2[C:9](=[CH:10][CH:11]=[C:12]([OH:15])[CH:13]=2)[N:8]=[C:7]([C:16]#[N:17])[N:6]=1.Cl.Cl[CH2:22][C:23]1[CH:28]=[CH:27][N:26]=[CH:25][CH:24]=1.C(=O)([O-])[O-].[Cs+].[Cs+].O>CN(C=O)C>[CH3:1][C:2]([CH3:19])([CH3:18])[CH2:3][NH:4][C:5]1[C:14]2[C:9](=[CH:10][CH:11]=[C:12]([O:15][CH2:22][C:23]3[CH:28]=[CH:27][N:26]=[CH:25][CH:24]=3)[CH:13]=2)[N:8]=[C:7]([C:16]#[N:17])[N:6]=1 |f:1.2,3.4.5|. Reported procedure: 4-(2,2-Dimethyl-propylamino)-6-hydroxy-quinazoline-2-carbonitrile (0.23 mmol), 4-chloromethyl-pyridine hydrochloride (0.35 mmol) and cesium carbonate (2.3 mmol) are stirred in DMF (3 ml) at RT for 20 hours. Water is added until a clear solution is formed. Then more water is added until the solution gets turbide. The precipitate formed is filtered off, washed with water and dried (vacuum). A powder with mp. 203-205° C., Rf=0.2 (CH2Cl2/MeOH=15:1) is obtained.